Dataset: the Open Reaction Database (ORD), a public repository of structured organic reaction records. Task: describe an organic reaction: reactants, conditions, products, and yield Reactants: NC=1C=C(C=CC1)[C@@H](C1=CC=C(C(=O)N(CC)CC)C=C1)N1CCN(CC1)CC=C(C)C (4-[(R)-(3-aminophenyl)[4-(3-methyl-2-butenyl)-1-piperazinyl]methyl]-N,N-diethyl-benzamide), C(C)N(C(C1=CC=C(C=C1)[C@H](C1=CC(=CC=C1)NCC=1SC=CC1)N1CCN(CC1)CC=C)=O)CC (N,N-diethyl 4-[(R)-[4-(2-propenyl)-1-piperazinyl][3-[(2-thienylmethyl)amino]phenyl]methyl]-benzamide), C(=O)(C(F)(F)F)O (CF3COOH). Run in CO (MeOH). The product is C(C)N(C(C1=CC=C(C=C1)[C@H](C1=CC(=CC=C1)NCC=1SC=CC1)N1CCN(CC1)CC=C(C)C)=O)CC (N,N-diethyl-4-[(R)-[4-(3-methyl-2-butenyl)-1-piperazinyl][3-[(2-thienylmethyl)amino]phenyl]methyl]-benzamide). Reaction SMILES: [NH2:1][C:2]1[CH:3]=[C:4]([C@H:8]([N:22]2[CH2:27][CH2:26][N:25]([CH2:28][CH:29]=[C:30]([CH3:32])[CH3:31])[CH2:24][CH2:23]2)[C:9]2[CH:21]=[CH:20][C:12]([C:13]([N:15]([CH2:18][CH3:19])[CH2:16][CH3:17])=[O:14])=[CH:11][CH:10]=2)[CH:5]=[CH:6][CH:7]=1.C(N(CC)C(=O)C1C=CC([C@@H](N2CCN(CC=C)CC2)C2C=CC=C(N[CH2:51][C:52]3[S:53][CH:54]=[CH:55][CH:56]=3)C=2)=CC=1)C.C(O)(C(F)(F)F)=O>CO>[CH2:16]([N:15]([CH2:18][CH3:19])[C:13](=[O:14])[C:12]1[CH:20]=[CH:21][C:9]([C@@H:8]([N:22]2[CH2:27][CH2:26][N:25]([CH2:28][CH:29]=[C:30]([CH3:32])[CH3:31])[CH2:24][CH2:23]2)[C:4]2[CH:5]=[CH:6][CH:7]=[C:2]([NH:1][CH2:51][C:52]3[S:53][CH:54]=[CH:55][CH:56]=3)[CH:3]=2)=[CH:10][CH:11]=1)[CH3:17]. Procedure: Synthesized using COMPOUND 67 and the method described for COMPOUND 69. Purity (HPLC): >99%; Optical purity (Chiral HPLC): >99%; (400 MHz, CD3OD) 1.06 (t, J=6.61 Hz, 3H), 1.19 (t, J=6.61 Hz, 3H), 1.76 (s, 3H), 1.82 (s, 3H), 2.11-2.27 (m, 2H), 2.89-3.14 (m, 4H), 3.14-3.26 (m, 2H), 3.32-3.42 (m, 2H), 3.45-3.54 (m, 2H), 3.71 (d, J=7.93 Hz, 2H), 4.27 (s, 1H), 4.47 (s, 2H), 5.22-5.29 (m, 1H), 6.56 (ddd, J=7.94 Hz, 2.37 Hz, 1.02Hz, 1H), 6.68-6.71 (m, 1H), 6.77 (t, J=2.20Hz, 1H), 6.91 (dd, J=5.07 Hz, 3... The reactants are Br, C1CCOC1, [Li]CCCC, CI, c1ccc2c(c1)NCCCS2. Reaction SMILES: [BrH:1].[CH2:20]1[O:21][CH2:22][CH2:23][CH2:24]1.[CH3:13][CH2:14][CH2:15][CH2:16][Li:17].[CH3:18][I:19].[S:2]1[CH2:3][CH2:4][CH2:5][NH:6][c:7]2[c:8]1[cH:9][cH:10][cH:11][cH:12]2>>[S:2]1[CH2:3][CH2:4][CH2:5][N:6]([CH3:13])[c:7]2[c:8]1[cH:9][cH:10][cH:11][cH:12]2. Yields the product CN1CCCSc2ccccc21. Reactants: COc1cccc(Nc2c(C(N)=O)cnc3c(C)cc(S(=O)(=O)c4cccc(C(=O)Nc5ccc(C#CCCCNCC(O[Si](C)(C)C(C)(C)C)c6ccc(O)c7[nH]c(=O)ccc67)cc5)c4)cc23)c1, CC(C)(C)[Si](C)(C)OC(CN)c1cc(O)cc2c1OCC(=O)N2. Yields the product COc1cccc(Nc2c(C(N)=O)cnc3c(C)cc(S(=O)(=O)c4cccc(C(=O)Nc5ccc(C#CCCCNCC(O[Si](C)(C)C(C)(C)C)c6cc(O)cc7c6OCC(=O)N7)cc5)c4)cc23)c1. RXN SMILES: [C:1]([Si:2]([CH3:3])([CH3:4])[O:5][CH:6]([c:7]1[cH:8][cH:9][c:56]([OH:57])[c:58]2[c:59]1[cH:60][cH:61][c:62](=[O:63])[nH:64]2)[CH2:65][NH:66][CH2:10][CH2:11][CH2:12][C:13]#[C:14][c:15]1[cH:16][cH:17][c:18]([NH:21][C:22](=[O:23])[c:24]2[cH:25][c:26]([S:30](=[O:31])(=[O:32])[c:33]3[cH:34][c:35]4[c:36]([NH:47][c:48]5[cH:49][c:50]([O:54][CH3:55])[cH:51][cH:52][cH:53]5)[c:37]([C:44](=[O:45])[NH2:46])[cH:38][n:39][c:40]4[c:41]([CH3:43])[cH:42]3)[cH:27][cH:28][cH:29]2)[cH:19][cH:20]1)([CH3:67])([CH3:68])[CH3:69].[NH2:70][CH2:71][CH:72]([O:73][Si:74]([CH3:75])([CH3:76])[C:77]([CH3:78])([CH3:79])[CH3:80])[c:81]1[cH:82][c:83]([OH:92])[cH:84][c:85]2[c:86]1[O:87][CH2:88][C:89](=[O:91])[NH:90]2>>[CH2:10]([CH2:11][CH2:12][C:13]#[C:14][c:15]1[cH:16][cH:17][c:18]([NH:21][C:22](=[O:23])[c:24]2[cH:25][c:26]([S:30](=[O:31])(=[O:32])[c:33]3[cH:34][c:35]4[c:36]([NH:47][c:48]5[cH:49][c:50]([O:54][CH3:55])[cH:51][cH:52][cH:53]5)[c:37]([C:44](=[O:45])[NH2:46])[cH:38][n:39][c:40]4[c:41]([CH3:43])[cH:42]3)[cH:27][cH:28][cH:29]2)[cH:19][cH:20]1)[NH:70][CH2:71][CH:72]([O:73][Si:74]([CH3:75])([CH3:76])[C:77]([CH3:78])([CH3:79])[CH3:80])[c:81]1[cH:82][c:83]([OH:92])[cH:84][c:85]2[c:86]1[O:87][CH2:88][C:89](=[O:91])[NH:90]2. The reactants are FC=1C=NC=C(C(=NO)Cl)C1 (5-Fluoro-N-hydroxynicotinimidoyl chloride), C(#C)C1=CC(=CC(=C1)OC)OC (1-ethynyl-3,5-dimethoxybenzene), N (NH3). The product is COC=1C=C(C=C(C1)OC)C1=CC(=NO1)C=1C=NC=C(C1)F (5-(3,5-Dimethoxyphenyl)-3-(5-fluoropyridin-3-yl)isoxazole). As a reaction SMILES: [F:1][C:2]1[CH:3]=[N:4][CH:5]=[C:6]([CH:11]=1)[C:7](Cl)=[N:8][OH:9].[C:12]([C:14]1[CH:19]=[C:18]([O:20][CH3:21])[CH:17]=[C:16]([O:22][CH3:23])[CH:15]=1)#[CH:13].N>>[CH3:23][O:22][C:16]1[CH:15]=[C:14]([C:12]2[O:9][N:8]=[C:7]([C:6]3[CH:5]=[N:4][CH:3]=[C:2]([F:1])[CH:11]=3)[CH:13]=2)[CH:19]=[C:18]([O:20][CH3:21])[CH:17]=1. Reported procedure: The titled compound was prepared according to Method CB using the product of product of Example 28B (88 mg, 0.5 mmol) and 1-ethynyl-3,5-dimethoxybenzene (Aldrich, 81 mg, 0.5 mmol). 1H NMR (300 MHz, MeOH-d4) 83.87 (s, 6H), 6.64 (t, J=2.2 Hz, 1H), 7.06 (d, J=2.4 Hz, 2H), 7.40 (s, 1H), 8.16 (ddd, J=9.2, 2.7, 1.7 Hz, 1H), 8.60 (d, J=2.7 Hz, 1H), 8.96 (t, J=1.5 Hz, 1H) ppm; MS (DCI/NH3) m/z 301 (M+H)+. The reactants are c1(sc2c(c1)c(nn2C(C)OCC)Br)C(=O)OCC. Reagents/catalysts: c1ccc(cc1)-c2c3ccccc3cc4ccccc24 (9-Phenylanthracene), Cl (HCl), RaNi 4200. Run in CC(C)O (IPA), O (H2O). Reaction conditions: temperature 50 celsius, time 18 hour. The product is CCOC(C)n1ncc2cc(sc12)C(=O)OCC. RXN SMILES: [CH3:1][CH2:2][O:3][CH:4]([n:6]1[c:13]([c:9]2[c:8](Br)[n:7]1)[s:12][c:11]([C:14]([O:16][CH2:17][CH3:18])=[O:15])[cH:10]2)[CH3:5]>>[CH3:1][CH2:2][O:3][CH:4]([n:6]1[c:13]([c:9]2[cH:8][n:7]1)[s:12][c:11]([C:14]([O:16][CH2:17][CH3:18])=[O:15])[cH:10]2)[CH3:5]. The reactants are ClC1=C(C(=NC2=CC(=CC=C12)F)C1=NC=CC=C1)C(C)C (4-chloro-7-fluoro-3-isopropyl-2-(pyridin-2-yl)quinoline), O1CCN(CC1)C1=NC=C(C=C1N)N1CCOCC1 (2,5-dimorpholinopyridin-3-amine). Solvent: C1(=CC=CC=C1)C (toluene). Yields the product N1(CCOCC1)C1=NC=C(C=C1NC1=C(C(=NC2=CC(=CC=C12)F)C1=NC=CC=C1)C(C)C)N1CCOCC1 (N-(2,5-di-4-morpholinyl-3-pyridinyl)-7-fluoro-3-(1-methylethyl)-2-(2-pyridinyl)-4-quinolinamine). As a reaction SMILES: Cl[C:2]1[C:11]2[C:6](=[CH:7][C:8]([F:12])=[CH:9][CH:10]=2)[N:5]=[C:4]([C:13]2[CH:18]=[CH:17][CH:16]=[CH:15][N:14]=2)[C:3]=1[CH:19]([CH3:21])[CH3:20].[O:22]1[CH2:27][CH2:26][N:25]([C:28]2[C:33]([NH2:34])=[CH:32][C:31]([N:35]3[CH2:40][CH2:39][O:38][CH2:37][CH2:36]3)=[CH:30][N:29]=2)[CH2:24][CH2:23]1>C1(C)C=CC=CC=1>[N:25]1([C:28]2[C:33]([NH:34][C:2]3[C:11]4[C:6](=[CH:7][C:8]([F:12])=[CH:9][CH:10]=4)[N:5]=[C:4]([C:13]4[CH:18]=[CH:17][CH:16]=[CH:15][N:14]=4)[C:3]=3[CH:19]([CH3:21])[CH3:20])=[CH:32][C:31]([N:35]3[CH2:36][CH2:37][O:38][CH2:39][CH2:40]3)=[CH:30][N:29]=2)[CH2:24][CH2:23][O:22][CH2:27][CH2:26]1. Reported procedure: Prepared according to Procedure H using 4-chloro-7-fluoro-3-isopropyl-2-(pyridin-2-yl)quinoline (45.0 mg, 0.150 mmol) and 2,5-dimorpholinopyridin-3-amine in toluene to give N-(2,5-di-4-morpholinyl-3-pyridinyl)-7-fluoro-3-(1-methylethyl)-2-(2-pyridinyl)-4-quinolinamine. 1H NMR (400 MHz, chloroform-d) δ ppm 8.73 (1H, ddd, J=4.8, 1.7, 0.9 Hz), 7.88 (1H, td, J=7.7, 1.9 Hz), 7.72-7.79 (2H, m), 7.67 (1H, dt, J=7.8, 1.0 Hz), 7.58 (1H, d, J=2.7 Hz), 7.39 (1H, ddd, J=7.4, 4.9, 1.2 Hz), 7.23 (1H, ddd, J=9... Reactants: C(#N)C1=C(N(C2=NC(=CC(=C21)C)C)[C@H]2CCCC1=CC=CC=C21)/C=C/C(=O)O ((2E)-3-{3-cyano-4,6-dimethyl-1-[(1S)-1,2,3,4-tetrahydronaphthalen-1-yl]-1H-pyrrolo[2,3-b]pyridin-2-yl}prop-2-enoic acid), C(C(=O)Cl)(=O)Cl (oxalylchloride), COC=1C(=CC=CC1)N (2-anisidine), N1=CC=CC=C1 (pyridine). Run in C1CCOC1 (THF), CN(C)C=O (DMF), O (water), C1CCOC1 (THF). Conditions: time 1 hour. The product is C(#N)C1=C(N(C2=NC(=CC(=C21)C)C)[C@H]2CCCC1=CC=CC=C21)/C=C/C(=O)NC2=C(C=CC=C2)OC ((2E)-3-{3-cyano-4,6-dimethyl-1-[(1S)-1,2,3,4-tetrahydronaphthalen-1-yl]-1H-pyrrolo[2,3-b]pyridin-2-yl}-N-(2-methoxyphenyl)prop-2-enamide). Reaction SMILES: [C:1]([C:3]1[C:11]2[C:6](=[N:7][C:8]([CH3:13])=[CH:9][C:10]=2[CH3:12])[N:5]([C@@H:14]2[C:23]3[C:18](=[CH:19][CH:20]=[CH:21][CH:22]=3)[CH2:17][CH2:16][CH2:15]2)[C:4]=1/[CH:24]=[CH:25]/[C:26]([OH:28])=O)#[N:2].C(Cl)(=O)C(Cl)=O.[CH3:35][O:36][C:37]1[C:38]([NH2:43])=[CH:39][CH:40]=[CH:41][CH:42]=1.N1C=CC=CC=1>C1COCC1.O.CN(C=O)C>[C:1]([C:3]1[C:11]2[C:6](=[N:7][C:8]([CH3:13])=[CH:9][C:10]=2[CH3:12])[N:5]([C@@H:14]2[C:23]3[C:18](=[CH:19][CH:20]=[CH:21][CH:22]=3)[CH2:17][CH2:16][CH2:15]2)[C:4]=1/[CH:24]=[CH:25]/[C:26]([NH:43][C:38]1[CH:39]=[CH:40][CH:41]=[CH:42][C:37]=1[O:36][CH3:35])=[O:28])#[N:2]. Reported procedure: To a solution of (2E)-3-{3-cyano-4,6-dimethyl-1-[(1S)-1,2,3,4-tetrahydronaphthalen-1-yl]-1H-pyrrolo[2,3-b]pyridin-2-yl}prop-2-enoic acid (300 mg, 0.808 mmol) in THF (3 ml) were added DMF (0.03 ml) and oxalylchloride (0.0846 ml, 0.970 mmol), the mixture was stirred at room temperature for 1 hour and the solvent was distilled off under reduced pressure. The residue was added under ice-cooling to a solution of 2-anisidine (0.109 ml, 0.968 mmol), pyridine (0.262 ml, 3.24 mmol) and THF (3 ml), and th...